Dataset: the Open Reaction Database (ORD), a public repository of structured organic reaction records. Task: describe an organic reaction: reactants, conditions, products, and yield The reactants are CC1=C(C(=CC=C1)C)O (2,6-dimethylphenol), FC1=C(C(=C(C(=C1C#N)F)C#N)F)F (tetrafluoroisophthalonitrile), [F-].[K+] (potassium fluoride), resultant residue. The solvent is C(C)#N (acetonitrile), CC(=O)C (acetone), C1CCCCC1 (cyclohexane). Run at time 1 hour. Product: FC1=C(C#N)C(=C(C(=C1C#N)F)F)OC1=C(C=CC=C1C)C (2,4,5-trifluoro-6-(2,6-xylyloxy)isophthalonitrile). Yield: 76.1%. Reaction SMILES: [CH3:1][C:2]1[CH:7]=[CH:6][CH:5]=[C:4]([CH3:8])[C:3]=1[OH:9].F[C:11]1[C:16]([C:17]#[N:18])=[C:15]([F:19])[C:14]([C:20]#[N:21])=[C:13]([F:22])[C:12]=1[F:23].[F-].[K+]>C(#N)C.CC(C)=O.C1CCCCC1>[F:19][C:15]1[C:14]([C:20]#[N:21])=[C:13]([F:22])[C:12]([F:23])=[C:11]([O:9][C:3]2[C:4]([CH3:8])=[CH:5][CH:6]=[CH:7][C:2]=2[CH3:1])[C:16]=1[C:17]#[N:18] |f:2.3|. Procedure: A solution of 1.2 g (10×10-3 mol) of 2,6-dimethylphenol in 40 ml of acetonitrile was dropwise added at a temperature of -10° C. to a solution of 2.0 g (10×10-3 mol) of tetrafluoroisophthalonitrile and 2.9 g (50×10-3 mol) of potassium fluoride. The mixture was allowed to stand at a temperature of -10° C. to 0° C. for 1 hour while stirring and the undissolved potassium fluoride was separated by filtration. The filtrate was concentrated to dryness in vacuo. The resultant residue was dissolved in a ... Starting materials: FC=1C=NC=CC1C=1OC2=C(N1)C=C(C=C2)C(F)(F)F (2-(3-fluoropyridin-4-yl)-5-(trifluoromethyl)benzoxazole), C([O-])([O-])=O.[K+].[K+] (potassium carbonate), CN(C)C=O (DMF), CNC (dimethylamine). The solvent is O (water), C1CCOC1 (THF). Run at temperature 60 celsius. Reported procedure: To a mixture of 0.28 g of 2-(3-fluoropyridin-4-yl)-5-(trifluoromethyl)benzoxazole, 0.14 g of potassium carbonate and 3 ml of DMF, 3 ml of a THF solution of dimethylamine was added and stirred while heating at 60° C. for 3.3 hours. The reaction mixture was cooled to room temperature, and then water was added to the reaction mixture, followed by extraction with ethyl acetate twice. The combined organic layers were washed with a saturated sodium chloride solution, dried over anhydrous magnesium sul... Product: CN(C=1C=NC=CC1C=1OC2=C(N1)C=C(C=C2)C(F)(F)F)C (dimethyl-{4-[5-(trifluoromethyl)benzoxazole-2-yl]pyridin-3-yl}amine). RXN SMILES: F[C:2]1[CH:3]=[N:4][CH:5]=[CH:6][C:7]=1[C:8]1[O:9][C:10]2[CH:16]=[CH:15][C:14]([C:17]([F:20])([F:19])[F:18])=[CH:13][C:11]=2[N:12]=1.C(=O)([O-])[O-].[K+].[K+].[CH3:27][N:28](C=O)[CH3:29].CNC>O.C1COCC1>[CH3:27][N:28]([CH3:29])[C:2]1[CH:3]=[N:4][CH:5]=[CH:6][C:7]=1[C:8]1[O:9][C:10]2[CH:16]=[CH:15][C:14]([C:17]([F:20])([F:19])[F:18])=[CH:13][C:11]=2[N:12]=1 |f:1.2.3|.